Dataset: the Open Reaction Database (ORD), a public repository of structured organic reaction records. Task: describe an organic reaction: reactants, conditions, products, and yield RXN SMILES: Cl[C:2]1[CH:7]=[C:6]([O:8][CH2:9][C:10]#[C:11][CH3:12])[N:5]=[CH:4][N:3]=1.C(=O)([O-])[O-].[K+].[K+].[F:19][C:20]1[C:25]([F:26])=[CH:24][CH:23]=[CH:22][C:21]=1[OH:27].[Cl-].[NH4+]>CN(C)C=O>[CH2:9]([O:8][C:6]1[CH:7]=[C:2]([O:27][C:21]2[CH:22]=[CH:23][CH:24]=[C:25]([F:26])[C:20]=2[F:19])[N:3]=[CH:4][N:5]=1)[C:10]#[C:11][CH3:12] |f:1.2.3,5.6|. Run in CN(C=O)C (N,N-dimethylformamide). Run at temperature 60 celsius, time 7 hour. Isolated yield 56.2%. Reported procedure: To 2 ml of N,N-dimethylformamide were added 0.2 g of 4-chloro-6-(2-butynyloxy)pyrimidine, 0.23 g of potassium carbonate, and 0.17 g of 2,3-difluorophenol, followed by stirring at 60° C. for 7 hours. The reaction mixture was then left for cooling to room temperature and poured into a saturated aqueous ammonium chloride solution, which was extracted three times with chloroform. The chloroform layers were combined, washed with diluted hydrochloric acid and then with water, and dried over anhydrous ... Reactants: ClC1=NC=NC(=C1)OCC#CC (4-chloro-6-(2-butynyloxy)pyrimidine), C([O-])([O-])=O.[K+].[K+] (potassium carbonate), FC1=C(C=CC=C1F)O (2,3-difluorophenol), [Cl-].[NH4+] (ammonium chloride). Product: C(C#CC)OC1=NC=NC(=C1)OC1=C(C(=CC=C1)F)F (4-(2-butynyloxy)-6-(2,3-difluorophenoxy)pyrimidine). Reactants: CCOC(=O)c1cn2c(n1)c(OCC)nc1ccccc12, CCO, Cl, [Na+], [OH-], O. Yields the product CCOc1nc2ccccc2n2cc(C(=O)O)nc12. As a reaction SMILES: [CH2:1]([CH3:2])[O:3][c:4]1[c:5]2[n:6]([c:7]3[cH:8][cH:9][cH:10][cH:11][c:12]3[n:13]1)[cH:14][c:15]([C:17](=[O:18])[O:19][CH2:20][CH3:21])[n:16]2.[CH3:26][CH2:27][OH:28].[ClH:25].[Na+:24].[OH-:23].[OH2:22]>>[CH2:1]([CH3:2])[O:3][c:4]1[c:5]2[n:6]([c:7]3[cH:8][cH:9][cH:10][cH:11][c:12]3[n:13]1)[cH:14][c:15]([C:17](=[O:18])[OH:19])[n:16]2. The yield is 37.8%. Reactants: C(C)(C)(C)NC1=NC=CC(=C1)C=1C(=NN(C1)CC)C=1C(=C(C=CC1)N(S(=O)(=O)C1=C(C=CC(=C1)F)F)COC)F (N-{3-[4-(2-tert-Butylamino-pyridin-4-yl)-1-ethyl-1H-pyrazol-3-yl]-2-fluoro-phenyl}-2,5-difluoro-N-methoxymethyl-benzenesulfonamide), C(=O)(C(F)(F)F)O.O (TFA H2O). Yields the product NC1=NC=CC(=C1)C=1C(=NN(C1)CC)C=1C(=C(C=CC1)NS(=O)(=O)C1=C(C=CC(=C1)F)F)F (N-{3-[4-(2-Amino-pyridin-4-yl)-1-ethyl-1H-pyrazol-3-yl]-2-fluoro-phenyl}-2,5-difluoro-benzene-sulfonamide). As a reaction SMILES: C([NH:5][C:6]1[CH:11]=[C:10]([C:12]2[C:13]([C:19]3[C:20]([F:40])=[C:21]([N:25](COC)[S:26]([C:29]4[CH:34]=[C:33]([F:35])[CH:32]=[CH:31][C:30]=4[F:36])(=[O:28])=[O:27])[CH:22]=[CH:23][CH:24]=3)=[N:14][N:15]([CH2:17][CH3:18])[CH:16]=2)[CH:9]=[CH:8][N:7]=1)(C)(C)C.C(O)(C(F)(F)F)=O.O>>[NH2:5][C:6]1[CH:11]=[C:10]([C:12]2[C:13]([C:19]3[C:20]([F:40])=[C:21]([NH:25][S:26]([C:29]4[CH:34]=[C:33]([F:35])[CH:32]=[CH:31][C:30]=4[F:36])(=[O:28])=[O:27])[CH:22]=[CH:23][CH:24]=3)=[N:14][N:15]([CH2:17][CH3:18])[CH:16]=2)[CH:9]=[CH:8][N:7]=1 |f:1.2|. Reported procedure: N-{3-[4-(2-tert-Butylamino-pyridin-4-yl)-1-ethyl-1H-pyrazol-3-yl]-2-fluoro-phenyl}-2,5-difluoro-N-methoxymethyl-benzenesulfonamide (250 mg, 0.436 mmol) was treated with TFA/H2O 9:1 (3 mL) at 70° C. for 4.5 h. The reaction mixture was then evaporated to dryness, taken up with AcOEt and washed with sat, aq. NaHCO3 and brine. The organic layer was dried over Na2SO4 and concentrated under reduced pressure. The crude product was purified by chromatography on silica gel (DCM/MeOH/NH3 7M in MeOH 90:8:2... Reactants: OC1=NC2=CC=C3C(=C2N=C1O)SC=N3 (7,8-Dihydroxythiazolo[5,4-f]quinoxaline), ClS(=O)(=O)O (chlorosulfonic acid), ice. The product is ClS(=O)(=O)C1=C2C(=C3N=C(C(=NC3=C1)O)O)SC=N2 (4-chlorosulfonyl-7,8-dihydroxythiazolo[5,4-f]quinoxaline). The yield is 47.0%. Reaction SMILES: [OH:1][C:2]1[C:11]([OH:12])=[N:10][C:9]2[C:4](=[CH:5][CH:6]=[C:7]3[N:15]=[CH:14][S:13][C:8]3=2)[N:3]=1.[Cl:16][S:17](O)(=[O:19])=[O:18]>>[Cl:16][S:17]([C:6]1[CH:5]=[C:4]2[C:9]([N:10]=[C:11]([OH:12])[C:2]([OH:1])=[N:3]2)=[C:8]2[S:13][CH:14]=[N:15][C:7]=12)(=[O:19])=[O:18]. Reported procedure: 7,8-Dihydroxythiazolo[5,4-f]quinoxaline (0.44 g, 2 mmol) was added portionwise to 2 ml of chlorosulfonic acid with stirring at room temperature. Then the mixture was stirred at 150° C. for 5 h, and left over night at room temperature. The solution was added dropwise to 50 g of crushed ice with stirring. The resulting solid was collected by filtration after 1 h and washed with ice-water and a small amount of ethanol and ether, affording 0.30 g (47%) of crude 4-chlorosulfonyl-7,8-dihydroxythiazolo... Starting materials: C[O-].[Na+] (sodium methylate), 3,7-dichloro-8-triphenylphosphoniummethylquinoline chloride, ClC=1C=NC2=C(C(=CC=C2C1)Cl)C=O (3,7-dichloro-8-formylquinoline). Run in CO (methanol), C(C)O (ethanol). Conditions: time 2 hour. Yields the product ClC=1C=NC2=C(C(=CC=C2C1)Cl)C=CC=1C(=CC=C2C=C(C=NC12)Cl)Cl (1,2-Bis-(3,7-dichloroquinol-8-yl)-ethene). RXN SMILES: C[O-].[Na+].[Cl:4][C:5]1[CH:6]=[N:7][C:8]2[C:13]([CH:14]=1)=[CH:12][CH:11]=[C:10]([Cl:15])[C:9]=2[CH:16]=O>CO.C(O)C>[Cl:4][C:5]1[CH:6]=[N:7][C:8]2[C:13]([CH:14]=1)=[CH:12][CH:11]=[C:10]([Cl:15])[C:9]=2[CH:16]=[CH:16][C:9]1[C:10]([Cl:15])=[CH:11][CH:12]=[C:13]2[C:8]=1[N:7]=[CH:6][C:5]([Cl:4])=[CH:14]2 |f:0.1|. Procedure: 18 ml of a 15% strength solution of sodium methylate in methanol were added dropwise, at room temperature, to a suspension of 25.4 g of 3,7-dichloro-8-triphenylphosphoniummethylquinoline chloride and 11.3 g of 3,7-dichloro-8-formylquinoline in 150 ml of ethanol. The mixture was stirred for 2 hours, after which the yellow precipitate was filtered off under suction, treated with water and again filtered off under suction. Starting materials: CCOC(=O)c1cc2cc(OCC(=O)OC(C)(C)C)ccc2[nH]1, ClCCl, O=C(O)C(F)(F)F. Yields the product CCOC(=O)c1cc2cc(OCC(=O)O)ccc2[nH]1. RXN SMILES: [CH2:1]([CH3:2])[O:3][C:4](=[O:5])[c:6]1[nH:7][c:8]2[cH:9][cH:10][c:11]([O:15][CH2:16][C:17](=[O:18])[O:19][C:20]([CH3:21])([CH3:22])[CH3:23])[cH:12][c:13]2[cH:14]1.[Cl:31][CH2:32][Cl:33].[OH:24][C:25]([C:26]([F:27])([F:28])[F:29])=[O:30]>>[CH2:1]([CH3:2])[O:3][C:4](=[O:5])[c:6]1[nH:7][c:8]2[cH:9][cH:10][c:11]([O:15][CH2:16][C:17](=[O:18])[OH:19])[cH:12][c:13]2[cH:14]1. Reactants: BrCC(=O)NC1=NOC=C1 (2-bromo-N-isoxazol-3-yl-acetamide), [Br-].O[C@H]1C[N+](CCC1)(C)CC(NC1=NOC=C1)=O ((1R/S,3R)-3-Hydroxy-1-(isoxazol-3-ylcarbamoylmethyl)-1-methyl-piperidinium bromide), [Br-].O[C@H]1C[N+](CCC1)(C)CC(NC1=NOC=C1)=O ((1R/S,3R)-3-Hydroxy-1-(isoxazol-3-ylcarbamoylmethyl)-1-methyl-piperidinium bromide), BrCC(=O)NC1=NC=CN=C1 (2-bromo-N-pyrazin-2-yl-acetamide), CN1CCC(CC1)O (1-methyl-piperidin-4-ol), BrCC(=O)NC1=NC=CN=C1 (2-bromo-N-pyrazin-2-yl-acetamide). The product is [Br-].OC1CC[N+](CC1)(CC(NC1=NC=CN=C1)=O)C (4-Hydroxy-1-methyl-1-(pyrazin-2-ylcarbamoylmethyl)-piperidinium bromide). As a reaction SMILES: [Br-].O[C@@H]1CCC[N+](CC(=O)NC2C=CON=2)(C)C1.[CH3:19][N:20]1[CH2:25][CH2:24][CH:23]([OH:26])[CH2:22][CH2:21]1.[Br:27]CC(NC1C=CON=1)=O.Br[CH2:38][C:39]([NH:41][C:42]1[CH:47]=[N:46][CH:45]=[CH:44][N:43]=1)=[O:40]>>[Br-:27].[OH:26][CH:23]1[CH2:24][CH2:25][N+:20]([CH3:19])([CH2:38][C:39](=[O:40])[NH:41][C:42]2[CH:47]=[N:46][CH:45]=[CH:44][N:43]=2)[CH2:21][CH2:22]1 |f:0.1,5.6|. Procedure details: This compound is prepared by an analogous method to (1R/S,3R)-3-Hydroxy-1-(isoxazol-3-ylcarbamoylmethyl)-1-methyl-piperidinium bromide (Intermediate C) by replacing (R)-1-methyl-piperidin-3-ol (step C3) with 1-methyl-piperidin-4-ol and by replacing 2-bromo-N-isoxazol-3-yl-acetamide (Intermediate A) with 2-bromo-N-pyrazin-2-yl-acetamide (Intermediate G).